This data is from the Open Reaction Database (ORD), a public repository of structured organic reaction records. The task is: describe an organic reaction: reactants, conditions, products, and yield The reactants are CC(C)(C)OC(=O)Nc1cc(N2CCC2)c(C(F)(F)F)cc1N, CC(C)(C)OC(=O)CC(=O)c1ccnc(C#N)c1. The product is CC(C)(C)OC(=O)Nc1cc(N2CCC2)c(C(F)(F)F)cc1NC(=O)CC(=O)c1ccnc(C#N)c1. RXN SMILES: [C:1]([CH3:2])([CH3:3])([CH3:4])[O:5][C:6]([NH:7][c:8]1[c:9]([NH2:22])[cH:10][c:11]([C:18]([F:19])([F:20])[F:21])[c:12]([N:14]2[CH2:15][CH2:16][CH2:17]2)[cH:13]1)=[O:23].[C:24]([CH3:26])([CH3:27])([O:28][C:29](=[O:25])[CH2:30][C:31](=[O:32])[c:33]1[cH:34][c:35]([C:39]#[N:40])[n:36][cH:37][cH:38]1)[CH3:41]>>[C:1]([CH3:2])([CH3:3])([CH3:4])[O:5][C:6]([NH:7][c:8]1[c:9]([NH:22][C:29](=[O:28])[CH2:30][C:31](=[O:32])[c:33]2[cH:34][c:35]([C:39]#[N:40])[n:36][cH:37][cH:38]2)[cH:10][c:11]([C:18]([F:19])([F:20])[F:21])[c:12]([N:14]2[CH2:15][CH2:16][CH2:17]2)[cH:13]1)=[O:23]. Reactants: [Cl-], CCOC(=O)c1[nH]c2ccccc2c1-c1ccc([N+](=O)[O-])cc1, N, [NH4+]. The product is NC(=O)c1[nH]c2ccccc2c1-c1ccc([N+](=O)[O-])cc1. RXN SMILES: [Cl-:1].[N+:3](=[O:4])([O-:5])[c:6]1[cH:7][cH:8][c:9](-[c:12]2[c:13]([C:21]([O:23][CH2:22][CH3:24])=[O:25])[nH:14][c:15]3[cH:16][cH:17][cH:18][cH:19][c:20]23)[cH:10][cH:11]1.[NH3:26].[NH4+:2]>>[NH2:2][C:21]([c:13]1[c:12](-[c:9]2[cH:8][cH:7][c:6]([N+:3](=[O:4])[O-:5])[cH:11][cH:10]2)[c:20]2[c:15]([nH:14]1)[cH:16][cH:17][cH:18][cH:19]2)=[O:23]. Solvent: C(=O)O (formic acid). The reactants are NC=1SC=C(N1)C(C(=O)O)=NOCC(C)C (2-(2-Aminothiazol-4-yl)-2-iso-butoxyiminoacetic acid), C(C)(=O)OC(C)=O (acetic anhydride). Product: C(=O)NC=1SC=C(N1)C(C(=O)O)=NOCC(C)C (2-(2-formamidothiazol-4-yl)-2-iso-butoxyiminoacetic acid). Reported procedure: 2-(2-Aminothiazol-4-yl)-2-iso-butoxyiminoacetic acid (syn isomer, 11.5 g.), acetic anhydride (19.3 g.) and formic acid (8.7 g.) were treated in a similar manner to that of Example F-(5) to give 2-(2-formamidothiazol-4-yl)-2-iso-butoxyiminoacetic acid (syn isomer, 11.15 g.), mp 163° C. (dec.). As a reaction SMILES: [NH2:1][C:2]1[S:3][CH:4]=[C:5]([C:7](=[N:11][O:12][CH2:13][CH:14]([CH3:16])[CH3:15])[C:8]([OH:10])=[O:9])[N:6]=1.[C:17](OC(=O)C)(=[O:19])C>C(O)=O>[CH:17]([NH:1][C:2]1[S:3][CH:4]=[C:5]([C:7](=[N:11][O:12][CH2:13][CH:14]([CH3:16])[CH3:15])[C:8]([OH:10])=[O:9])[N:6]=1)=[O:19]. Yield: 86.9%. Reactants: ClC1=C(CBr)C=CC(=C1)C#N (2-choro-4-cyanobenzyl bromide), [N-]=[N+]=[N-].[Na+] (sodium azide). The solvent is CN(C)C=O (DMF). Run at time 8 hour. The product is ClC1=C(CN=[N+]=[N-])C=CC(=C1)C#N (2-choro-4-cyanobenzyl azide). Isolated yield 100.4%. Reaction SMILES: [Cl:1][C:2]1[CH:9]=[C:8]([C:10]#[N:11])[CH:7]=[CH:6][C:3]=1[CH2:4]Br.[N-:12]=[N+:13]=[N-:14].[Na+]>CN(C=O)C>[Cl:1][C:2]1[CH:9]=[C:8]([C:10]#[N:11])[CH:7]=[CH:6][C:3]=1[CH2:4][N:12]=[N+:13]=[N-:14] |f:1.2|. Procedure: To a stirred solution of 2-choro-4-cyanobenzyl bromide (6.9 g, 30.0 mmol) in DMF (150 ml), was added sodium azide (2.0 g, 30 mmol) The reaction was stirred overnight at room temperature, and then filtered. The DMF was removed from filtrate in vacuo. The residue was dissolved in EtOAc (300 ml), washed with water (200 ml×3), brine (200 ml×1), dried over sodium sulfate. Removed solvent in vacuo to give 5.8 g of raw 2-choro-4-cyanobenzyl azide. Reactants: CC(C)(C=CC1C(C)(C)CCC1(C)C)NC(=O)OC(C)(C)C, [K+], [OH-], O, O=C(O)C(F)(F)F. Product: CC(C)(N)C=CC1C(C)(C)CCC1(C)C. Reaction SMILES: [C:1]([O:2][C:3]([CH3:4])([CH3:5])[CH3:6])(=[O:7])[NH:8][C:9]([CH3:10])([CH:11]=[CH:12][CH:13]1[C:14]([CH3:20])([CH3:21])[CH2:15][CH2:16][C:17]1([CH3:18])[CH3:19])[CH3:22].[K+:25].[OH-:24].[OH2:23].[OH:26][C:27]([C:28]([F:29])([F:30])[F:31])=[O:32]>>[NH2:8][C:9]([CH3:10])([CH:11]=[CH:12][CH:13]1[C:14]([CH3:20])([CH3:21])[CH2:15][CH2:16][C:17]1([CH3:18])[CH3:19])[CH3:22]. The product is O=C(O)CNCP(=S)(N1CCCC1)N1CCCC1. RXN SMILES: [CH3:25][CH2:26][OH:27].[F:1][C:2]([F:3])([F:4])[C:23]([N:5]([CH2:6][C:7](=[O:8])[OH:9])[CH2:10][P:11](=[S:12])([N:13]1[CH2:14][CH2:15][CH2:16][CH2:17]1)[N:18]1[CH2:19][CH2:20][CH2:21][CH2:22]1)=[O:24]>>[NH:5]([CH2:6][C:7](=[O:8])[OH:9])[CH2:10][P:11](=[S:12])([N:13]1[CH2:14][CH2:15][CH2:16][CH2:17]1)[N:18]1[CH2:19][CH2:20][CH2:21][CH2:22]1. Starting materials: CCO, O=C(O)CN(CP(=S)(N1CCCC1)N1CCCC1)C(=O)C(F)(F)F.